From a dataset of the Open Reaction Database (ORD), a public repository of structured organic reaction records. describe an organic reaction: reactants, conditions, products, and yield The reactants are COC([C@@H](NC(C1=C(C=C(C=C1)[N+](=O)[O-])C1=CC(=CC(=C1)C)C)=O)CCSC)=O (4-nitro-2-(3,5-dimethylphenyl)benzoyl methionine methyl ester), O.O.Cl[Sn]Cl (SnCl2.2H2O), COC([C@@H](NC(C1=C(C=C(C=C1)N)C1=CC=CC=C1)=O)CCSC)=O (4-amino-2-phenylbenzoyl methionine methyl ester). Run in C(C)(=O)OCC (ethyl acetate). Yields the product COC([C@@H](NC(C1=C(C=C(C=C1)N)C1=CC(=CC(=C1)C)C)=O)CCSC)=O (4-amino-2-(3,5-dimethylphenyl)benzoyl methionine methyl ester). As a reaction SMILES: [CH3:1][O:2][C:3](=[O:29])[C@H:4]([CH2:25][CH2:26][S:27][CH3:28])[NH:5][C:6](=[O:24])[C:7]1[CH:12]=[CH:11][C:10]([N+:13]([O-])=O)=[CH:9][C:8]=1[C:16]1[CH:21]=[C:20]([CH3:22])[CH:19]=[C:18]([CH3:23])[CH:17]=1.O.O.Cl[Sn]Cl.COC(=O)[C@H](CCSC)NC(=O)C1C=CC(N)=CC=1C1C=CC=CC=1>C(OCC)(=O)C>[CH3:1][O:2][C:3](=[O:29])[C@H:4]([CH2:25][CH2:26][S:27][CH3:28])[NH:5][C:6](=[O:24])[C:7]1[CH:12]=[CH:11][C:10]([NH2:13])=[CH:9][C:8]=1[C:16]1[CH:17]=[C:18]([CH3:23])[CH:19]=[C:20]([CH3:22])[CH:21]=1 |f:1.2.3|. Reported procedure: 4-nitro-2-(3,5-dimethylphenyl)benzoyl methionine methyl ester (0.11 g, 0.26 mmol) was taken up in ethyl acetate (3.0 ml). To this mixture was added SnCl2.2H2O (0.30 g, 1.30 mmol) and the reaction was heated under nitrogen at reflux for 6 h. The mixture was worked up as described for 4-amino-2-phenylbenzoyl methionine methyl ester in Example 2, to give 0.15 g of a yellow film that was wet with solvent. The material was otherwise pure by NMR and was used without further purification. 1H NMR (CDCl3... Reactants: FC=1C(=C2/C(/C(NC2=CC1)=O)=C/C1=C(N=CN1)C)I ((Z)-1,3-dihydro-5-fluoro-4-iodo-3-[(4-methyl-1H-imidazol-5-yl)methylene]-2H-indol-2-one), FC=1C(=C2/C(/C(NC2=CC1)=O)=C/C1=C(N=CN1)C)I ((Z)-1,3-dihydro-5-fluoro-4-iodo-3-[(4-methyl-1H-imidazol-5-yl)methylene]-2H-indol-2-one), C(=O)([O-])[O-].[Na+].[Na+] (Na2CO3), C(C)(C)(C)C=1C(=C(C=CC1C)B(OO[SiH3])O)C (3-tert-butyl-dimethyl-silyloxy-phenylboronic acid), CN(C)C=O (DMF). The reagents and catalysts are Cl[Pd]([P](C1=CC=CC=C1)(C2=CC=CC=C2)C3=CC=CC=C3)([P](C4=CC=CC=C4)(C5=CC=CC=C5)C6=CC=CC=C6)Cl ((Ph3P)2PdCl2). The solvent is COCCOC (1,2-dimethoxyethane). Product: FC=1C(=C2/C(/C(NC2=CC1)=O)=C/C1=C(N=CN1)C)C1=CC(=CC=C1)O ((Z)-1,3-Dihydro-5-fluoro-4-(3-hydroxyphenyl)-3-[(4-methyl-1H-imidazol-5-yl)methylene]-2H-indol-2-one). RXN SMILES: [F:1][C:2]1[C:3](I)=[C:4]2[C:8](=[CH:9][CH:10]=1)[NH:7][C:6](=[O:11])/[C:5]/2=[CH:12]\[C:13]1[NH:17][CH:16]=[N:15][C:14]=1[CH3:18].[C:20]([O-:23])([O-])=O.[Na+].[Na+].[C:26]([C:30]1C(C)=C(B(O)OO[SiH3])C=[CH:34][C:35]=1C)(C)(C)[CH3:27].CN(C=O)C>Cl[Pd](Cl)([P](C1C=CC=CC=1)(C1C=CC=CC=1)C1C=CC=CC=1)[P](C1C=CC=CC=1)(C1C=CC=CC=1)C1C=CC=CC=1.COCCOC>[F:1][C:2]1[C:3]([C:26]2[CH:30]=[CH:35][CH:34]=[C:20]([OH:23])[CH:27]=2)=[C:4]2[C:8](=[CH:9][CH:10]=1)[NH:7][C:6](=[O:11])/[C:5]/2=[CH:12]\[C:13]1[NH:17][CH:16]=[N:15][C:14]=1[CH3:18] |f:1.2.3,^1:50,69|. Reported procedure: A solution of (Z)-1,3-dihydro-5-fluoro-4-iodo-3-[(4-methyl-1H-imidazol-5-yl)methylene]-2H-indol-2-one (50 mg, 0.135 mmol) (Starting Material 11), 2M aqueous Na2CO3 solution (0.14 mL), (Ph3P)2PdCl2 (11 mg, 0.0135 mmol) and 3-tert-butyl-dimethyl-silyloxy-phenylboronic acid (0.14 g, 0.54 mmol) in 5 ml of a 1:4 mixture of DMF:1,2-dimethoxyethane (5 mL) was heated at 104° C. for 3 days. The reaction mixture was concentrated and the crude material was washed with methanol to give (Z)-1,3-Dihydro-5-flu... Starting materials: COC=1C=C(C=CC1)/C(=C/C=C/C(=O)O)/C1=CC=CC=C1 ((2E,4E)-5-(3 methoxyphenyl)-5-phenyl-2,4-pentadienoic acid), [N+](=O)([O-])C1=CC=C(C=C1)O (4-nitrophenol), C1(CCCCC1)N=C=NC1CCCCC1 (1,3-dicyclohexylcarbodiimide). The solvent is ClCCl (dichloromethane). Reaction conditions: time 1.5 hour. Product: [N+](=O)([O-])C1=CC=C(C=C1)OC(\C=C\C=C(/C1=CC=CC=C1)\C1=CC(=CC=C1)OC)=O ((2E,4E)-5-(3-methoxyphenyl)-5-phenyl-2,4-pentadienoic acid 4-nitrophenyl ester). The yield is 76.4%. RXN SMILES: [CH3:1][O:2][C:3]1[CH:4]=[C:5](/[C:9](/[C:16]2[CH:21]=[CH:20][CH:19]=[CH:18][CH:17]=2)=[CH:10]/[CH:11]=[CH:12]/[C:13]([OH:15])=[O:14])[CH:6]=[CH:7][CH:8]=1.[N+:22]([C:25]1[CH:30]=[CH:29][C:28](O)=[CH:27][CH:26]=1)([O-:24])=[O:23].C1(N=C=NC2CCCCC2)CCCCC1>ClCCl>[N+:22]([C:25]1[CH:30]=[CH:29][C:28]([O:14][C:13](=[O:15])/[CH:12]=[CH:11]/[CH:10]=[C:9](/[C:5]2[CH:6]=[CH:7][CH:8]=[C:3]([O:2][CH3:1])[CH:4]=2)\[C:16]2[CH:17]=[CH:18][CH:19]=[CH:20][CH:21]=2)=[CH:27][CH:26]=1)([O-:24])=[O:23]. Procedure details: As in Example 115, (2E,4E)-5-(3 methoxyphenyl)-5-phenyl-2,4-pentadienoic acid (3.2 g) and 4-nitrophenol (1.73 g) in dichloromethane (50 mL) was treated with 1,3-dicyclohexylcarbodiimide (2.35 g) and the mixture was stirred at room temperature for 1.5 hours. The usual work up furnished 4.2 g of crude product which was crystallized from 2-propanol to give 3.5 g of (2E,4E)-5-(3-methoxyphenyl)-5-phenyl-2,4-pentadienoic acid 4-nitrophenyl ester mp 101°-103° C. Anal. Calculated for C24H19NO5 : C, 71.8... The yield is 93.3%. Reaction SMILES: C1(C([O:14][C:15]([C:17]2[N:22]3[C:23](=[O:43])[CH:24]([NH:25][C:26](=[O:42])[CH:27]([C:36]4[CH:41]=[CH:40][CH:39]=[CH:38][CH:37]=4)[NH:28]C(OC(C)(C)C)=O)[C@H:21]3[S:20][CH2:19][C:18]=2[CH:44]=[N:45][O:46][CH3:47])=[O:16])C2C=CC=CC=2)C=CC=CC=1.[F:48][C:49]([F:54])([F:53])[C:50]([OH:52])=[O:51].C1(OC)C=CC=CC=1>CCOCC>[F:48][C:49]([F:54])([F:53])[C:50]([OH:52])=[O:51].[CH3:47][O:46][N:45]=[CH:44][C:18]1[CH2:19][S:20][C@@H:21]2[CH:24]([NH:25][C:26](=[O:42])[CH:27]([C:36]3[CH:41]=[CH:40][CH:39]=[CH:38][CH:37]=3)[NH2:28])[C:23](=[O:43])[N:22]2[C:17]=1[C:15]([OH:16])=[O:14] |f:4.5|. Reported procedure: A solution of diphenylmethyl-3-methoxyiminomethyl-7-(N-tertiary butoxycarbonyl-α-phenylglycyl)amino-3-cephem-4-carboxylate (64 mg) in ice-cooled trifluoroacetic acid (0.6 ml) and anisole (0.3 ml) is kept at room temperature for 25 minutes, and diluted with ether (5 ml) and petroleum ether (15 ml). The resulting crystals are collected by filtration and dried to give 3-methoxyiminomethyl-7-(α-phenylglycyl)amino-3-cephem-4-carboxylic acid trifluoroacetate (46 mg; 93.3%). m.p. about 270° C. Starting materials: C1(=CC=CC=C1)C(C1=CC=CC=C1)OC(=O)C1=C(CS[C@H]2N1C(C2NC(C(NC(=O)OC(C)(C)C)C2=CC=CC=C2)=O)=O)C=NOC (diphenylmethyl-3-methoxyiminomethyl-7-(N-tertiary butoxycarbonyl-α-phenylglycyl)amino-3-cephem-4-carboxylate), FC(C(=O)O)(F)F (trifluoroacetic acid), C1(=CC=CC=C1)OC (anisole). The solvent is CCOCC (ether), petroleum ether. Reaction conditions: time 25 minute. The product is FC(C(=O)O)(F)F.CON=CC=1CS[C@H]2N(C1C(=O)O)C(C2NC(C(N)C2=CC=CC=C2)=O)=O (3-methoxyiminomethyl-7-(α-phenylglycyl)amino-3-cephem-4-carboxylic acid trifluoroacetate). Reactants: C(CCC)O (n-butanol), CC1=CCC2CC1C2(C)C (alpha-pinene), N1=CC=CC=C1 (pyridine), SeO2, C(CCC)O (n-butanol), OO (H2O2). Run at temperature 323 kelvin, time 39 minute. Product: CC1(C2CC1C3(C(C2)O3)C)C (alpha-pinene oxide). As a reaction SMILES: C([OH:5])CCC.[CH3:6][C:7]1[CH:12]2[C:13]([CH3:15])([CH3:14])[CH:10]([CH2:11]2)[CH2:9][CH:8]=1.N1C=CC=CC=1.OO>>[CH3:14][C:13]1([CH3:15])[CH:12]2[C:7]3([CH3:6])[O:5][CH:8]3[CH2:9][CH:10]1[CH2:11]2. Reported procedure: 48 ml of n-butanol (525 millimols), 152 ml of alpha-pinene (975 millimols), 1.15 ml of pyridine (14 millimols) and 807 mg of SeO2 (7.3 millimols) are introduced successively into a reactor similar to that of Example 1. The Florentine receiver itself contains 25 ml of n-butanol (273 millimols). After the reaction mixture has been heated to a temperature of 323 K., 10 ml of 84% strength H2O2 (340 millimols) are introduced over a period of 25 minutes. After the reaction has been left to continue fo... Reactants: CCOC(=O)CC(=O)OCC, COc1cc2nc(Cl)nc(Cl)c2cc1OC, [H-], [Na+], C1COCCO1, O. Reaction SMILES: [C:1]([CH2:2][C:3](=[O:4])[O:5][CH2:6][CH3:7])(=[O:8])[O:9][CH2:10][CH3:11].[Cl:14][c:15]1[n:16][c:17]2[cH:18][c:19]([O:28][CH3:29])[c:20]([O:26][CH3:27])[cH:21][c:22]2[c:23]([Cl:25])[n:24]1.[H-:12].[Na+:13].[O:31]1[CH2:32][CH2:33][O:34][CH2:35][CH2:36]1.[OH2:30]>>[C:1]([CH:2]([C:3](=[O:4])[O:5][CH2:6][CH3:7])[c:23]1[c:22]2[c:17]([n:16][c:15]([Cl:14])[n:24]1)[cH:18][c:19]([O:28][CH3:29])[c:20]([O:26][CH3:27])[cH:21]2)(=[O:8])[O:9][CH2:10][CH3:11]. Product: CCOC(=O)C(C(=O)OCC)c1nc(Cl)nc2cc(OC)c(OC)cc12. The reactants are resultant solution, CCOCC (Ether), BrCC1CC=2C(=C3C=CC(NC3=C(C2)C)=O)O1 (2-Bromomethyl-5-methyl-2,3,6,7-tetrahydrofuro[2,3-f]quinoline-7-one), [H][H] (hydrogen). Reagents/catalysts: [Pd] (palladium-on-carbon). The solvent is C(C)(=O)O (acetic acid). Product: BrCC1CC=2C(=C3CCC(NC3=C(C2)C)=O)O1 (2-Bromomethyl-5-methyl-2,3,6,7,8,9-hexahydrofuro [2,3-f]quinoline- 7-one). Isolated yield 78.2%. RXN SMILES: [Br:1][CH2:2][CH:3]1[O:17][C:6]2=[C:7]3[C:12](=[C:13]([CH3:15])[CH:14]=[C:5]2[CH2:4]1)[NH:11][C:10](=[O:16])[CH:9]=[CH:8]3.[H][H].CCOCC>C(O)(=O)C.[Pd]>[Br:1][CH2:2][CH:3]1[O:17][C:6]2=[C:7]3[C:12](=[C:13]([CH3:15])[CH:14]=[C:5]2[CH2:4]1)[NH:11][C:10](=[O:16])[CH2:9][CH2:8]3. Procedure: 2-Bromomethyl-5-methyl-2,3,6,7-tetrahydrofuro[2,3-f]quinoline-7-one (4.0 g, 13.6 mmol) was dissolved in acetic acid (100 ml). To the resultant solution, 10% palladium-on-carbon (4 g) was added, followed by stirring at 70° C. for 7 hours in the stream of hydrogen. The palladium-on-carbon was filtered off, and the filtrate was condensed under reduced pressure. Ether was added to the residue, obtaining 3.15 g of the title compound as a colorless solid (78.2%).